The task is: describe an organic reaction: reactants, conditions, products, and yield. This data is from the Open Reaction Database (ORD), a public repository of structured organic reaction records. Reactants: C(C)(=O)NCC1=CC(=C(C=C1)C1=CC=C(C=C1)C(=O)OC)C (methyl 4'-acetamidomethyl-2'-methylbiphenyl-4-carboxylate), CN1CCC2(CC1)COC1=CC=3CCNC3C=C12 (1'-methyl-2,3,6,7-tetrahydrospiro[furo[2,3-f]indole-3,4'-piperidine]), C[Al](C)C (trimethylaluminium), CCCCCC (hexane). Product: C(C)(=O)NCC1=CC(=C(C=C1)C1=CC=C(C=C1)C(=O)N1CCC=2C=C3C(=CC12)C1(CCN(CC1)C)CO3)C (5-(4'-Acetamidomethyl-2'-methylbiphenyl-4-carbonyl)-1'-methyl-2,3,6,7-tetrahydrospiro[furo[2,3-f]indole-3,4'-piperidine]). Conditions: temperature 90 celsius, time 0.75 hour. Yield: 47.7%. RXN SMILES: [CH3:1][N:2]1[CH2:7][CH2:6][C:5]2([C:18]3[C:10](=[CH:11][C:12]4[CH2:13][CH2:14][NH:15][C:16]=4[CH:17]=3)[O:9][CH2:8]2)[CH2:4][CH2:3]1.C[Al](C)C.CCCCCC.[C:29]([NH:32][CH2:33][C:34]1[CH:39]=[CH:38][C:37]([C:40]2[CH:45]=[CH:44][C:43]([C:46](OC)=[O:47])=[CH:42][CH:41]=2)=[C:36]([CH3:50])[CH:35]=1)(=[O:31])[CH3:30]>C1(C)C=CC=CC=1.ClCCl>[C:29]([NH:32][CH2:33][C:34]1[CH:39]=[CH:38][C:37]([C:40]2[CH:45]=[CH:44][C:43]([C:46]([N:15]3[C:16]4[CH:17]=[C:18]5[C:5]6([CH2:8][O:9][C:10]5=[CH:11][C:12]=4[CH2:13][CH2:14]3)[CH2:4][CH2:3][N:2]([CH3:1])[CH2:7][CH2:6]6)=[O:47])=[CH:42][CH:41]=2)=[C:36]([CH3:50])[CH:35]=1)(=[O:31])[CH3:30]. The solvent is C1(=CC=CC=C1)C (toluene), C1(=CC=CC=C1)C (toluene), ClCCl (dichloromethane). Procedure details: A stirred solution of 1'-methyl-2,3,6,7-tetrahydrospiro[furo[2,3-f]indole-3,4'-piperidine] (D8, 85 mg, 0.35 mmole) in toluene (10 ml) at room temperature under argon was treated with 2M trimethylaluminium in hexane (0.74 ml, 1.5 mmole). The mixture was stirred for 0.75 h, then treated with a solution of methyl 4'-acetamidomethyl-2'-methylbiphenyl-4-carboxylate (D21, 120 mg, 0.40 mmole) in toluene (5 ml) and heated at 90° C. for 2 h. The solution was allowed to cool, then poured carefully into a ... The reactants are BrB(Br)Br, CCC1c2cc(F)ccc2-c2ccccc2N1C(=O)c1ccc(OC)cc1, C1=CCCCC1, CO, ClCCl, Cl. Product: CCC1c2cc(F)ccc2-c2ccccc2N1C(=O)c1ccc(O)cc1. Reaction SMILES: [B:1]([Br:2])([Br:3])[Br:4].[CH2:11]([CH3:12])[CH:13]1[N:14]([C:28]([c:29]2[cH:30][cH:31][c:32]([O:35][CH3:36])[cH:33][cH:34]2)=[O:37])[c:15]2[cH:16][cH:17][cH:18][cH:19][c:20]2-[c:21]2[cH:22][cH:23][c:24]([F:27])[cH:25][c:26]21.[CH2:5]1[CH2:6][CH:7]=[CH:8][CH2:9][CH2:10]1.[CH3:42][OH:43].[Cl:39][CH2:40][Cl:41].[ClH:38]>>[CH2:11]([CH3:12])[CH:13]1[N:14]([C:28]([c:29]2[cH:30][cH:31][c:32]([OH:35])[cH:33][cH:34]2)=[O:37])[c:15]2[cH:16][cH:17][cH:18][cH:19][c:20]2-[c:21]2[cH:22][cH:23][c:24]([F:27])[cH:25][c:26]21. Reactants: CC(C)(C)[O-], FC(F)(F)c1cccc(-c2nc(CCl)cs2)c1, [K+], C1CCOC1, CCOC(=O)c1cn[nH]c1. Product: CCOC(=O)c1cnn(Cc2csc(-c3cccc(C(F)(F)F)c3)n2)c1. RXN SMILES: [CH3:11][C:12]([CH3:13])([O-:14])[CH3:15].[Cl:17][CH2:18][c:19]1[n:20][c:21](-[c:24]2[cH:25][c:26]([C:30]([F:31])([F:32])[F:33])[cH:27][cH:28][cH:29]2)[s:22][cH:23]1.[K+:16].[O:34]1[CH2:35][CH2:36][CH2:37][CH2:38]1.[nH:1]1[n:2][cH:3][c:4]([C:6](=[O:7])[O:8][CH2:9][CH3:10])[cH:5]1>>[n:1]1([CH2:18][c:19]2[n:20][c:21](-[c:24]3[cH:25][c:26]([C:30]([F:31])([F:32])[F:33])[cH:27][cH:28][cH:29]3)[s:22][cH:23]2)[n:2][cH:3][c:4]([C:6](=[O:7])[O:8][CH2:9][CH3:10])[cH:5]1.